From a dataset of the Open Reaction Database (ORD), a public repository of structured organic reaction records. describe an organic reaction: reactants, conditions, products, and yield The reactants are FC1=CC=C(C=C1)C1=C(C(=O)OC)C=CC(=C1)C=CCBr (methyl 2-(4-fluorophenyl)-4-(3-bromoprop-1-en-1-yl)benzoate), CN1C=NC=C1 (N-methylimidazole), CN1C(=NC=C1)CC=CC1=CC(=C(C(=O)OC)C=C1)C1=CC=C(C=C1)F (methyl 4-[3-(1-methylimidazol-2-yl)prop-1-en-1-yl]-2-(4-fluorophenyl)benzoate), C(C1=CC=CC=C1)(C1=CC=CC=C1)(C1=CC=CC=C1)N1C=NC=C1 (N-tritylimidazole). The product is C(C1=CC=CC=C1)(C1=CC=CC=C1)(C1=CC=CC=C1)N1C(=NC=C1)C/C=C/C1=CC(=C(C(=O)OC)C=C1)C1=CC=C(C=C1)F (Methyl 4-[(E)-3-(1-tritylimidazol-2-yl)prop-1-en-1-yl]-2-(4-fluorophenyl)benzoate). RXN SMILES: [F:1][C:2]1[CH:7]=[CH:6][C:5]([C:8]2[CH:17]=[C:16]([CH:18]=[CH:19][CH2:20]Br)[CH:15]=[CH:14][C:9]=2[C:10]([O:12][CH3:13])=[O:11])=[CH:4][CH:3]=1.CN1C=CN=C1CC=CC1C=CC(C(OC)=O)=C(C2C=CC(F)=CC=2)C=1.[C:48]([N:67]1[CH:71]=[CH:70][N:69]=[CH:68]1)([C:61]1[CH:66]=[CH:65][CH:64]=[CH:63][CH:62]=1)([C:55]1[CH:60]=[CH:59][CH:58]=[CH:57][CH:56]=1)[C:49]1[CH:54]=[CH:53][CH:52]=[CH:51][CH:50]=1.CN1C=CN=C1>>[C:48]([N:67]1[CH:71]=[CH:70][N:69]=[C:68]1[CH2:20]/[CH:19]=[CH:18]/[C:16]1[CH:15]=[CH:14][C:9]([C:10]([O:12][CH3:13])=[O:11])=[C:8]([C:5]2[CH:6]=[CH:7][C:2]([F:1])=[CH:3][CH:4]=2)[CH:17]=1)([C:55]1[CH:56]=[CH:57][CH:58]=[CH:59][CH:60]=1)([C:61]1[CH:66]=[CH:65][CH:64]=[CH:63][CH:62]=1)[C:49]1[CH:54]=[CH:53][CH:52]=[CH:51][CH:50]=1. Procedure details: Methyl 4-[(E)-3-(1-tritylimidazol-2-yl)prop-1-en-1-yl]-2-(4-fluorophenyl)benzoate was prepared from methyl 2-(4-fluorophenyl)-4-(3-bromoprop-1-en-1-yl)benzoate using a similar method to that described for methyl 4-[3-(1-methylimidazol-2-yl)prop-1-en-1-yl]-2-(4-fluorophenyl)benzoate in Example 21, but using N-tritylimidazole in replacement of N-methylimidazole. Starting materials: [OH-].[K+] (KOH), CC1=CC(OC2=C(C(=CC=C12)OCC=C)C(C)=O)=O (4-methyl-7-allyloxy-8-acetylcoumarin), ClC1=CC=C(C=O)C=C1 (4-chlorobenzaldehyde). Solvent: C(C)O (ethanol), O (water). The product is CC1=CC(OC2=C(C(=CC=C12)OCC=C)C(C=CC1=CC=C(C=C1)Cl)=O)=O (1-[4-Methyl-7-(allyloxy)coumarin-8-yl]-3-(4-chlorophenyl)-propen-1-one). Isolated yield 38.5%. Reported procedure: A solution of KOH 50% (3 ml) is added to an equimolar solution of 4-methyl-7-allyloxy-8-acetylcoumarin (1.93 g, 0.0075 mol) and 4-chlorobenzaldehyde (1.05 g, 0.0075 mol) in ethanol 95%; the addition is performed under energetic stirring at room temperature. The reaction is left under stirring for one night and then diluted with water and acidified; the precipitate is separated by filtration and dried under vacuum. The compound is crystallized by methanol to give 1.1 g of product m.p. 153-155° C.... Reaction SMILES: [OH-].[K+].[CH3:3][C:4]1[C:13]2[C:8](=[C:9]([C:18](=[O:20])[CH3:19])[C:10]([O:14][CH2:15][CH:16]=[CH2:17])=[CH:11][CH:12]=2)[O:7][C:6](=[O:21])[CH:5]=1.[Cl:22][C:23]1[CH:30]=[CH:29][C:26]([CH:27]=O)=[CH:25][CH:24]=1>C(O)C.O>[CH3:3][C:4]1[C:13]2[C:8](=[C:9]([C:18](=[O:20])[CH:19]=[CH:27][C:26]3[CH:29]=[CH:30][C:23]([Cl:22])=[CH:24][CH:25]=3)[C:10]([O:14][CH2:15][CH:16]=[CH2:17])=[CH:11][CH:12]=2)[O:7][C:6](=[O:21])[CH:5]=1 |f:0.1|. Reactants: C1CCOC1, CN(C)CCN(C)C, CCCCCC, [Li]C(C)CC, CC(C)(c1ccccc1)N1C(=O)c2cccc(Cl)c2C1O, CN(C)C=O, O. Yields the product CC(C)(c1ccccc1)N1C(=O)c2c(C=O)ccc(Cl)c2C1O. RXN SMILES: [CH2:46]1[O:47][CH2:48][CH2:49][CH2:50]1.[CH3:22][N:23]([CH3:24])[CH2:25][CH2:26][N:27]([CH3:28])[CH3:29].[CH3:30][CH2:31][CH2:32][CH2:33][CH2:34][CH3:35].[CH:36]([Li:37])([CH2:38][CH3:39])[CH3:40].[Cl:1][c:2]1[c:3]2[c:7]([cH:8][cH:9][cH:10]1)[C:6](=[O:11])[N:5]([C:12]([CH3:13])([c:14]1[cH:15][cH:16][cH:17][cH:18][cH:19]1)[CH3:20])[CH:4]2[OH:21].[O:41]=[CH:42][N:43]([CH3:44])[CH3:45].[OH2:51]>>[Cl:1][c:2]1[c:3]2[c:7]([c:8]([CH:42]=[O:41])[cH:9][cH:10]1)[C:6](=[O:11])[N:5]([C:12]([CH3:13])([c:14]1[cH:15][cH:16][cH:17][cH:18][cH:19]1)[CH3:20])[CH:4]2[OH:21]. Starting materials: 15, OCCN1C(=NC2=CC=CC=C2C1=O)C1=CC=CC=C1 (3-(2-hydroxyethyl)-2-phenyl-4(3H)-quinazolineone), S(=O)(Cl)Cl (thionyl chloride). Run in ClC(Cl)Cl (trichloromethane). Conditions: time 2 hour. The product is 11.6, ClCCN1C(=NC2=CC=CC=C2C1=O)C1=CC=CC=C1 (3-(2-chloroethyl)-2-phenyl-4(3H)-quinazolinone). As a reaction SMILES: O[CH2:2][CH2:3][N:4]1[C:13](=[O:14])[C:12]2[C:7](=[CH:8][CH:9]=[CH:10][CH:11]=2)[N:6]=[C:5]1[C:15]1[CH:20]=[CH:19][CH:18]=[CH:17][CH:16]=1.S(Cl)([Cl:23])=O>ClC(Cl)Cl>[Cl:23][CH2:2][CH2:3][N:4]1[C:13](=[O:14])[C:12]2[C:7](=[CH:8][CH:9]=[CH:10][CH:11]=2)[N:6]=[C:5]1[C:15]1[CH:20]=[CH:19][CH:18]=[CH:17][CH:16]=1. Procedure details: To a stirred mixture of 15 parts of 3-(2-hydroxyethyl)-2-phenyl-4(3H)-quinazolineone and 375 parts of trichloromethane are added dropwise 24 parts of thionyl chloride at room temperature. Upon completion, stirring is continued for 2 hours at reflux. The reaction mixture is evaporated. Water is added to the residue and the whole is neutralized with a sodium hydrogen carbonate solution. The product is extracted with trichloromethane. The extract is washed with water, dried, filtered and evaporated...